From a dataset of the Open Reaction Database (ORD), a public repository of structured organic reaction records. describe an organic reaction: reactants, conditions, products, and yield Starting materials: CC(=O)Cl, CN(C)c1ccncc1, ClCCl, Cl, Clc1ccc(-c2n[nH]c(C3CCNCC3)c2-c2ccncc2)cc1. Product: CC(=O)N1CCC(c2[nH]nc(-c3ccc(Cl)cc3)c2-c2ccncc2)CC1. Reaction SMILES: [CH3:26][C:27]([Cl:28])=[O:29].[CH3:33][N:34]([CH3:35])[c:36]1[cH:37][cH:38][n:39][cH:40][cH:41]1.[Cl:30][CH2:31][Cl:32].[ClH:1].[NH:2]1[CH2:3][CH2:4][CH:5]([c:8]2[c:9](-[c:20]3[cH:21][cH:22][n:23][cH:24][cH:25]3)[c:10](-[c:13]3[cH:14][cH:15][c:16]([Cl:19])[cH:17][cH:18]3)[n:11][nH:12]2)[CH2:6][CH2:7]1>>[N:2]1([C:27]([CH3:26])=[O:29])[CH2:3][CH2:4][CH:5]([c:8]2[c:9](-[c:20]3[cH:21][cH:22][n:23][cH:24][cH:25]3)[c:10](-[c:13]3[cH:14][cH:15][c:16]([Cl:19])[cH:17][cH:18]3)[n:11][nH:12]2)[CH2:6][CH2:7]1. The reactants are BrC1=CC(=C2C=NN(C2=C1)S(=O)(=O)C1=CC=CC=C1)C=1OC(=NN1)CCl (6-Bromo-4-[5-(chloromethyl)-1,3,4-oxadiazol-2-yl]-1-(phenylsulfonyl)-1H-indazole), [I-].[Na+] (sodium iodide), NCC(CN1CCOCC1)O (1-amino-3-morpholin-4-ylpropan-2-ol), CCN(C(C)C)C(C)C (DIPEA). The solvent is C(C)#N (acetonitrile), C(Cl)Cl (DCM). Reaction conditions: temperature 70 celsius. Yields the product BrC1=CC(=C2C=NN(C2=C1)S(=O)(=O)C1=CC=CC=C1)C1=NN=C(O1)CNCC(CN1CCOCC1)O (1-[({5-[6-Bromo-1-(phenylsulfonyl)-1H-indazol-4-yl]-1,3,4-oxadiazol-2-yl}methyl)amino]-3-(4-morpholinyl)-2-propanol). Yield: 57.6%. Reaction SMILES: [Br:1][C:2]1[CH:10]=[C:9]2[C:5]([CH:6]=[N:7][N:8]2[S:11]([C:14]2[CH:19]=[CH:18][CH:17]=[CH:16][CH:15]=2)(=[O:13])=[O:12])=[C:4]([C:20]2[O:21][C:22]([CH2:25]Cl)=[N:23][N:24]=2)[CH:3]=1.[I-].[Na+].[NH2:29][CH2:30][CH:31]([OH:39])[CH2:32][N:33]1[CH2:38][CH2:37][O:36][CH2:35][CH2:34]1.CCN(C(C)C)C(C)C>C(#N)C.C(Cl)Cl>[Br:1][C:2]1[CH:10]=[C:9]2[C:5]([CH:6]=[N:7][N:8]2[S:11]([C:14]2[CH:19]=[CH:18][CH:17]=[CH:16][CH:15]=2)(=[O:13])=[O:12])=[C:4]([C:20]2[O:21][C:22]([CH2:25][NH:29][CH2:30][CH:31]([OH:39])[CH2:32][N:33]3[CH2:34][CH2:35][O:36][CH2:37][CH2:38]3)=[N:23][N:24]=2)[CH:3]=1 |f:1.2|. Reported procedure: 6-Bromo-4-[5-(chloromethyl)-1,3,4-oxadiazol-2-yl]-1-(phenylsulfonyl)-1H-indazole (300 mg, 0.661 mmol) and sodium iodide (138 mg, 0.921 mmol) were weighed into a round-bottomed flask and dissolved in acetonitrile (2 ml) before 1-amino-3-morpholin-4-ylpropan-2-ol (212 mg, 1.322 mmol, available from Enamine Ltd) and DIPEA (0.231 ml, 1.322 mmol) were added. The mixture was heated to 70° C. for 2 h, then cooled, diluted with DCM and washed with 2 M aqueous HCl (5 ml). The organic layer was separated ... The reactants are C(CC)#N (Propionitrile), C(C)(C)N(CC)C(C)C (diisopropylethylamine), [N+](=O)([O-])C1=CC=C(CO)C=C1 (4-nitrobenzyl alcohol), [I-].C(#N)C[P+](C)(C)C ((cyanomethyl)trimethylphosphonium iodide), Cl (HCl). Run in O (Water), C(C)(=O)OCC (Ethyl acetate). Conditions: temperature 97 celsius. The product is [N+](=O)([O-])C1=CC=C(C=C1)CCC#N (3-(4-nitrophenyl)propionitrile). Reaction SMILES: [C:1](#[N:4])[CH2:2]C.C(N(C(C)C)CC)(C)C.[N+:14]([C:17]1[CH:24]=[CH:23][C:20]([CH2:21]O)=[CH:19][CH:18]=1)([O-:16])=[O:15].[I-].C(C[P+](C)(C)C)#N.Cl>C(OCC)(=O)C.O>[N+:14]([C:17]1[CH:24]=[CH:23][C:20]([CH2:21][CH2:2][C:1]#[N:4])=[CH:19][CH:18]=1)([O-:16])=[O:15] |f:3.4|. Procedure: Propionitrile (32 mL), diisopropylethylamine (2.5 g, 19.58 mmol) were added to a mixture of 4-nitrobenzyl alcohol (1 g, 6.53 mmol) and (cyanomethyl)trimethylphosphonium iodide (4 g, 16.32 mmol). The mixture was heated at 97° C. for 24 h. Water (1 mL) was added to the mixture and followed by conc. HCl (5 mL). Ethyl acetate (3×100 mL) was used to extract the product. Organic layer was washed with brine, dried with sodium sulfate, concentrated to give dark brown solid. The crude product was purifie... Reactants: O=C(O)c1ccc(N2C(=O)C=CC2=O)cc1, O=C(Cl)C(=O)Cl, c1ccccc1. RXN SMILES: [C:1](=[O:2])([OH:3])[c:4]1[cH:5][cH:6][c:7]([N:10]2[C:11](=[O:16])[CH:12]=[CH:13][C:14]2=[O:15])[cH:8][cH:9]1.[Cl:17][C:18]([C:19]([Cl:20])=[O:21])=[O:22].[cH:23]1[cH:24][cH:25][cH:26][cH:27][cH:28]1>>[C:1](=[O:2])([c:4]1[cH:5][cH:6][c:7]([N:10]2[C:11](=[O:16])[CH:12]=[CH:13][C:14]2=[O:15])[cH:8][cH:9]1)[Cl:17]. Product: O=C(Cl)c1ccc(N2C(=O)C=CC2=O)cc1. Starting materials: O=C(NC(CCCO)c1nc(-c2ccccc2)c(-c2ccccc2)o1)OCc1ccccc1, CO. The product is NC(CCCO)c1nc(-c2ccccc2)c(-c2ccccc2)o1. As a reaction SMILES: [CH2:1]([O:2][C:3](=[O:4])[NH:11][CH:12]([CH2:13][CH2:14][CH2:15][OH:16])[c:17]1[o:18][c:19](-[c:28]2[cH:29][cH:30][cH:31][cH:32][cH:33]2)[c:20](-[c:22]2[cH:23][cH:24][cH:25][cH:26][cH:27]2)[n:21]1)[c:5]1[cH:6][cH:7][cH:8][cH:9][cH:10]1.[CH3:34][OH:35]>>[NH2:11][CH:12]([CH2:13][CH2:14][CH2:15][OH:16])[c:17]1[o:18][c:19](-[c:28]2[cH:29][cH:30][cH:31][cH:32][cH:33]2)[c:20](-[c:22]2[cH:23][cH:24][cH:25][cH:26][cH:27]2)[n:21]1. Reactants: monohydrochloride, [N+](=O)([O-])[O-].CC1(C(N(C(C2=CC(=CC=C12)[N+](=O)[O-])=O)CCC[NH2+]CCCN1C(C2=CC(=CC=C2C(C1=O)(C)C)[N+](=O)[O-])=O)=O)C (N,N-bis-[3-(3,4-dihydro-4,4-dimethyl-7-nitro-1,3-dioxo-2(1H)-isoquinolyl)-propyl]-ammonium nitrate), Cl (monohydrochloride). The product is CC1(C(N(C(C2=CC(=CC=C12)N)=O)CCCNCCCN1C(C2=CC(=CC=C2C(C1=O)(C)C)N)=O)=O)C (N,N-Bis-[3-(3,4-dihydro-4,4-dimethyl-7-amino-1,3-dioxo-2(1H)-isoquinolyl)-propyl]-amine), Cl (monohydrochloride). RXN SMILES: [N+]([O-])([O-])=O.[CH3:5][C:6]1([CH3:45])[C:15]2[C:10](=[CH:11][C:12]([N+:16]([O-])=O)=[CH:13][CH:14]=2)[C:9](=[O:19])[N:8]([CH2:20][CH2:21][CH2:22][NH2+:23][CH2:24][CH2:25][CH2:26][N:27]2[C:36](=[O:37])[C:35]([CH3:39])([CH3:38])[C:34]3[C:29](=[CH:30][C:31]([N+:40]([O-])=O)=[CH:32][CH:33]=3)[C:28]2=[O:43])[C:7]1=[O:44].[ClH:46]>>[CH3:5][C:6]1([CH3:45])[C:15]2[C:10](=[CH:11][C:12]([NH2:16])=[CH:13][CH:14]=2)[C:9](=[O:19])[N:8]([CH2:20][CH2:21][CH2:22][NH:23][CH2:24][CH2:25][CH2:26][N:27]2[C:36](=[O:37])[C:35]([CH3:38])([CH3:39])[C:34]3[C:29](=[CH:30][C:31]([NH2:40])=[CH:32][CH:33]=3)[C:28]2=[O:43])[C:7]1=[O:44].[ClH:46] |f:0.1|. Procedure: N,N-Bis-[3-(3,4-dihydro-4,4-dimethyl-7-amino-1,3-dioxo-2(1H)-isoquinolyl)-propyl]-amine and its monohydrochloride was prepared analogous to Example 52 from N,N-bis-[3-(3,4-dihydro-4,4-dimethyl-7-nitro-1,3-dioxo-2(1H)-isoquinolyl)-propyl]-ammonium nitrate. M.p. of the monohydrochloride: above 300° C (sintering from 285° C); yield: 1 gm (41% of theory) (monohydrochloride). Starting materials: C(C)OC(=O)C=1C(NN=C(C1)C1=CC=C(C=C1)OC)=O (4-ethoxycarbonyl-6-(4-methoxyphenyl)-2H-pyridazin-3-one), BrCC=C(C)C (1-bromo-3-methyl-2-butene). Yields the product C(C)OC(=O)C=1C(N(N=C(C1)C1=CC=C(C=C1)OC)CC=C(C)C)=O (4-Ethoxycarbonyl-6-(4-methoxyphenyl)-2-(3-methyl-2-butenyl)-2H-pyridazin-3-one). Isolated yield 87.6%. Reaction SMILES: [CH2:1]([O:3][C:4]([C:6]1[C:7](=[O:20])[NH:8][N:9]=[C:10]([C:12]2[CH:17]=[CH:16][C:15]([O:18][CH3:19])=[CH:14][CH:13]=2)[CH:11]=1)=[O:5])[CH3:2].Br[CH2:22][CH:23]=[C:24]([CH3:26])[CH3:25]>>[CH2:1]([O:3][C:4]([C:6]1[C:7](=[O:20])[N:8]([CH2:22][CH:23]=[C:24]([CH3:26])[CH3:25])[N:9]=[C:10]([C:12]2[CH:13]=[CH:14][C:15]([O:18][CH3:19])=[CH:16][CH:17]=2)[CH:11]=1)=[O:5])[CH3:2]. Reported procedure: Using 4-ethoxycarbonyl-6-(4-methoxyphenyl)-2H-pyridazin-3-one and 1-bromo-3-methyl-2-butene as starting materials, the procedures of Example 1 were repeated likewise, whereby the title compound was obtained in a yield of 87.6%. The product is CCOC(=O)c1cc(OC)cc(C)c1C(=O)OCC. Starting materials: CCCC[N+](CCCC)(CCCC)CCCC, CI, CN(C)P(=O)(N(C)C)N(C)C, CCOC(=O)c1cc(O)cc(C)c1C(=O)OCC, [H-], [I-], [Na+], C1CCOC1. As a reaction SMILES: [CH2:40]([N+:41]([CH2:42][CH2:43][CH2:44][CH3:45])([CH2:46][CH2:47][CH2:48][CH3:49])[CH2:50][CH2:51][CH2:52][CH3:53])[CH2:54][CH2:55][CH3:56].[CH3:21][I:22].[CH3:23][N:24]([CH3:25])[P:26]([N:27]([CH3:28])[CH3:29])([N:30]([CH3:31])[CH3:32])=[O:33].[CH3:3][c:4]1[c:5]([C:16](=[O:17])[O:18][CH2:19][CH3:20])[c:6]([C:7](=[O:8])[O:9][CH2:10][CH3:11])[cH:12][c:13]([OH:15])[cH:14]1.[H-:1].[I-:39].[Na+:2].[O:34]1[CH2:35][CH2:36][CH2:37][CH2:38]1>>[CH3:3][c:4]1[c:5]([C:16](=[O:17])[O:18][CH2:19][CH3:20])[c:6]([C:7](=[O:8])[O:9][CH2:10][CH3:11])[cH:12][c:13]([O:15][CH3:23])[cH:14]1. Reactants: ClC1=NC=CC(=N1)C=1SC(=CC1)C=1SC=CC1 (2-chloro-4-(5-(thiophen-2-yl)thiophen-2-yl)pyrimidine), Cl.NCCN1C(NC2=C1C=CC=C2)=O (1-(2-aminoethyl)-1H-benzo[d]imidazol-2(3H)-one hydrochloride salt), C([O-])([O-])=O.[K+].[K+] (potassium carbonate). The solvent is CN1CCCC1 (N-methylpyrrolidine). Conditions: temperature 160 celsius. The product is S1C(=CC=C1)C1=CC=C(S1)C1=NC(=NC=C1)NCCN1C(NC2=C1C=CC=C2)=O (1-(2-(4-(5-(Thiophen-2-yl)thiophen-2-yl)pyrimidin-2-ylamino)ethyl)-1H-benzo[d]imidazol-2(3H)-one). As a reaction SMILES: Cl[C:2]1[N:7]=[C:6]([C:8]2[S:9][C:10]([C:13]3[S:14][CH:15]=[CH:16][CH:17]=3)=[CH:11][CH:12]=2)[CH:5]=[CH:4][N:3]=1.Cl.[NH2:19][CH2:20][CH2:21][N:22]1[C:26]2[CH:27]=[CH:28][CH:29]=[CH:30][C:25]=2[NH:24][C:23]1=[O:31].C(=O)([O-])[O-].[K+].[K+]>CN1CCCC1>[S:14]1[CH:15]=[CH:16][CH:17]=[C:13]1[C:10]1[S:9][C:8]([C:6]2[CH:5]=[CH:4][N:3]=[C:2]([NH:19][CH2:20][CH2:21][N:22]3[C:26]4[CH:27]=[CH:28][CH:29]=[CH:30][C:25]=4[NH:24][C:23]3=[O:31])[N:7]=2)=[CH:12][CH:11]=1 |f:1.2,3.4.5|. Procedure details: A mixture of 2-chloro-4-(5-(thiophen-2-yl)thiophen-2-yl)pyrimidine (20 mg, 0.072 mmol), 1-(2-aminoethyl)-1H-benzo[d]imidazol-2(3H)-one hydrochloride salt (15 mg, 0.072 mmol) and potassium carbonate (20 mg, excess) in N-methylpyrrolidine (1 mL) was heated at 160° C. for 35 min in a Personal Chemistry microwave reactor. The solvent was removed in vacuo and the product was purified by HPLC to give the title compound (trifluoroacetate salt) as a yellow solid. MS (M+H)+ 420.